This data is from the Open Reaction Database (ORD), a public repository of structured organic reaction records. The task is: describe an organic reaction: reactants, conditions, products, and yield Starting materials: [Cl-].[Cl-].C(CC)C1(C=CC=C1)[Zr+2]C1(C=CC=C1)CCC (bis(propylcyclopentadienyl) zirconium dichloride), C(CCC)[Sn](CCCC)(CCCC)F (tributyltin fluoride), CCCCC (Pentane). Run in ClCCl (dichloromethane). Conditions: temperature -35 celsius, time 1 hour. Yields the product [F-].[F-].C(CC)C1(C=CC=C1)[Zr+2]C1(C=CC=C1)CCC (bis(propylcyclopentadienyl)zirconium difluoride). Reaction SMILES: [Cl-].[Cl-].[CH2:3]([C:6]1([Zr+2:11][C:12]2([CH2:17][CH2:18][CH3:19])[CH:16]=[CH:15][CH:14]=[CH:13]2)[CH:10]=[CH:9][CH:8]=[CH:7]1)[CH2:4][CH3:5].C([Sn]([F:33])(CCCC)CCCC)CCC.CCCCC>ClCCl>[F-:33].[F-:33].[CH2:17]([C:12]1([Zr+2:11][C:6]2([CH2:3][CH2:4][CH3:5])[CH:10]=[CH:9][CH:8]=[CH:7]2)[CH:16]=[CH:15][CH:14]=[CH:13]1)[CH2:18][CH3:19] |f:0.1.2,6.7.8|. Procedure: To a straw yellow solution of bis(propylcyclopentadienyl) zirconium dichloride [(PrCp)2ZrCl2] (1.00 g, 2.66 mmol, 1.00 eq.) in dichloromethane (10 mL) was added tributyltin fluoride (1.72 g, 5.57 mmol, 2.10 eq.). The reaction rapidly lightened, turning almost colorless. The reaction was stirred 1 h and was then filtered to give a colorless solution and a small amount of white solid. The solution was evaporated in vacuo, leaving a damp, white solid. Pentane (10 mL) was added and the mixture was c... Reactants: C([O-])([O-])=O.[K+].[K+] (potassium carbonate), C(C)OC(CCCOC1=C(C(=C(C=C1)C(C)=O)O)CCC)=O (4-(4-acetyl-3-hydroxy-2-propylphenoxy)butanoic acid ethyl ester), BrCCCCCBr (1,5-dibromopentane), C([O-])([O-])=O.[K+].[K+] (potassium carbonate). Solvent: CC(=O)C (acetone). Product: C(C)OC(CCCOC1=C(C(=C(C=C1)C(C)=O)OCCCCCBr)CCC)=O (4-[4-acetyl-3-[(5-bromopentyl)oxy]-2-propylphenoxy]butanoic acid ethyl ester). The yield is 86.5%. As a reaction SMILES: [CH2:1]([O:3][C:4](=[O:22])[CH2:5][CH2:6][CH2:7][O:8][C:9]1[CH:14]=[CH:13][C:12]([C:15](=[O:17])[CH3:16])=[C:11]([OH:18])[C:10]=1[CH2:19][CH2:20][CH3:21])[CH3:2].[Br:23][CH2:24][CH2:25][CH2:26][CH2:27][CH2:28]Br.C(=O)([O-])[O-].[K+].[K+]>CC(C)=O>[CH2:1]([O:3][C:4](=[O:22])[CH2:5][CH2:6][CH2:7][O:8][C:9]1[CH:14]=[CH:13][C:12]([C:15](=[O:17])[CH3:16])=[C:11]([O:18][CH2:28][CH2:27][CH2:26][CH2:25][CH2:24][Br:23])[C:10]=1[CH2:19][CH2:20][CH3:21])[CH3:2] |f:2.3.4|. Procedure details: A mixture of 3.5 g (0.011 mole) of 4-(4-acetyl-3-hydroxy-2-propylphenoxy)butanoic acid ethyl ester, 15.4 ml (0.11 mole) of 1,5-dibromopentane and 1.2 g (0.0087 mole) of anhydrous potassium carbonate in 60 ml of anhydrous acetone was stirred at reflux for 77 hours. During the reflux period additional 1.4 g portions of potassium carbonate were added at 4,21,28 and 45 hours. The solvent was removed in vacuo and the residue was purified by HPLC using 17% ethyl acetate-hexane to yield 4.35 g (84% yie... The reactants are BrC1=CC(=C(CNC(C2=C(C=C(C=C2)SC)OC)=O)C=C1)F (N-(4-Bromo-2-fluoro-benzyl)-2-methoxy-4-methylsulfanyl-benzamide). Yields the product BrC1=CC(=C(CNC(C2=C(C=C(C=C2)SC)O)=O)C=C1)F (N-(4-bromo-2-fluoro-benzyl)-2-hydroxy-4-methylsulfanyl-benzamide). Isolated yield 47.2%. Reaction SMILES: [Br:1][C:2]1[CH:21]=[CH:20][C:5]([CH2:6][NH:7][C:8](=[O:19])[C:9]2[CH:14]=[CH:13][C:12]([S:15][CH3:16])=[CH:11][C:10]=2[O:17]C)=[C:4]([F:22])[CH:3]=1>Br.C(O)(=O)C.C(OCC)(=O)C>[Br:1][C:2]1[CH:21]=[CH:20][C:5]([CH2:6][NH:7][C:8](=[O:19])[C:9]2[CH:14]=[CH:13][C:12]([S:15][CH3:16])=[CH:11][C:10]=2[OH:17])=[C:4]([F:22])[CH:3]=1. Reaction conditions: temperature 100 celsius. Procedure: A solution of N-(4-bromo-2-fluoro-benzyl)-2-methoxy-4-methylsulfanyl-benzamide (11 g crude, from step 1) was dissolved in a 25% HBr in glacial acetic acid solution (400 mL) and heated to 100° C. for 4 h. The solution was diluted with ethyl acetate (750 mL) and washed with saturated NaCl (500 mL). The organic layer was dried over MgSO4, filtered and concentrated. Purification by MPLC (10–100% ethyl acetate in heptane, 23 mL/min, 75 min) gave N-(4-bromo-2-fluoro-benzyl)-2-hydroxy-4-methylsulfanyl-... The solvent is Br (HBr), C(C)(=O)O (acetic acid), C(C)(=O)OCC (ethyl acetate).